Dataset: the Open Reaction Database (ORD), a public repository of structured organic reaction records. Task: describe an organic reaction: reactants, conditions, products, and yield RXN SMILES: [CH3:1][C:2]1[C:15]2[O:14][C:13]3[C:8](=[CH:9][CH:10]=[CH:11][CH:12]=3)[N:7](C(C3C=CC=CC=3)C)[C:6]=2[CH:5]=[CH:4][CH:3]=1.[H][H]>C(OCC)(=O)C.C(O)C.[Pd]>[CH3:1][C:2]1[C:15]2[O:14][C:13]3[C:8](=[CH:9][CH:10]=[CH:11][CH:12]=3)[NH:7][C:6]=2[CH:5]=[CH:4][CH:3]=1. The solvent is C(C)O (ethanol), C(C)(=O)OCC (ethyl acetate). The reagents and catalysts are [Pd] (palladium-charcoal). Procedure: 4-methyl-N-(α-phenylethyl)phenoxazine in 30 ml of ethyl acetate and 130 ml of ethanol was hydrogenated at atmospheric pressure (585 mm Hg) in the presence of 1.5 g of 10% palladium-charcoal as catalyst, until the calculated amount of hydrogen was consumed (16 hours). The catalyst was then separated by filtration through celite and the solvent removed under reduced pressure. Chromatography of the solid residue (1 g) on 100 g of silica gel in a column, using hexane-ethyl acetate (80:20) as the elu... The reactants are CC1=CC=CC=2N(C3=CC=CC=C3OC12)C(C)C1=CC=CC=C1 (4-methyl-N-(α-phenylethyl)phenoxazine), [H][H] (hydrogen). The product is CC1=CC=CC=2NC3=CC=CC=C3OC12 (4-methylphenoxazine). Reactants: C(CCCCCCCCCCC)N1N=C(N=N1)CCC(=O)O (2-dodecyl-2H-tetrazole-5-propanoic acid), CC(C)C1=C(N)C(=CC=C1)C(C)C (2,6-bis(1-methylethyl)aniline). Yields the product CC(C)C1=C(C(=CC=C1)C(C)C)NC(CCC=1N=NN(N1)CCCCCCCCCCCC)=O (N-(2,6-Bis(1-methylethyl)phenyl)-2-dodecyl-2H-tetrazole-5-propanamide). Reaction SMILES: [CH2:1]([N:13]1[N:17]=[N:16][C:15]([CH2:18][CH2:19][C:20]([OH:22])=O)=[N:14]1)[CH2:2][CH2:3][CH2:4][CH2:5][CH2:6][CH2:7][CH2:8][CH2:9][CH2:10][CH2:11][CH3:12].[CH3:23][CH:24]([C:26]1[CH:32]=[CH:31][CH:30]=[C:29]([CH:33]([CH3:35])[CH3:34])[C:27]=1[NH2:28])[CH3:25]>>[CH3:35][CH:33]([C:29]1[CH:30]=[CH:31][CH:32]=[C:26]([CH:24]([CH3:25])[CH3:23])[C:27]=1[NH:28][C:20](=[O:22])[CH2:19][CH2:18][C:15]1[N:16]=[N:17][N:13]([CH2:1][CH2:2][CH2:3][CH2:4][CH2:5][CH2:6][CH2:7][CH2:8][CH2:9][CH2:10][CH2:11][CH3:12])[N:14]=1)[CH3:34]. Procedure details: In a manner similar to Example 34, 2-dodecyl-2H-tetrazole-5-propanoic acid was condensed with 2,6-bis(1-methylethyl)aniline to give the title compound, mp 41°-43° C. Product: OC1=C(CNCCN=CC2=C(C=CC=C2)O)C=CC=C1 (N-(2-hydroxybenzyl)-N'-(2-hydroxybenzylidene)-1,2-diaminoethane). Reported procedure: 28.7 g of salicylicaldehyde were added to a solution of 39.2 g of N-(2-hydroxybenzyl)-1,2-diaminoethane [prepared in accordance with: A. Bottcher et al., Z. Naturforsch. 49b, 1089-1100 (1994)] in 100 ml of isopropanol, and the resulting solution was refluxed for two hours. Cooling the solution produced a solid, and recrystallization from isopropanol gave 49.8 g of N-(2-hydroxybenzyl)-N'-(2-hydroxybenzylidene)-1,2-diaminoethane. Reactants: OC1=C(CNCCN)C=CC=C1 (N-(2-hydroxybenzyl)-1,2-diaminoethane), 49b. Reaction SMILES: [OH:1][C:2]1[CH:12]=[CH:11][CH:10]=[CH:9][C:3]=1[CH2:4][NH:5][CH2:6][CH2:7][NH2:8]>C(O)(C)C>[OH:1][C:2]1[CH:12]=[CH:11][CH:10]=[CH:9][C:3]=1[CH2:4][NH:5][CH2:6][CH2:7][N:8]=[CH:4][C:3]1[CH:9]=[CH:10][CH:11]=[CH:12][C:2]=1[OH:1]. Run in C(C)(C)O (isopropanol). The yield is 156.2%. As a reaction SMILES: [CH2:32]([N:33]=[C:34]=[N:35][CH2:36][CH2:37][CH2:38][N:39]([CH3:40])[CH3:41])[CH3:42].[CH3:1][CH2:2][CH2:3][NH2:4].[CH3:53][N:54]([c:55]1[cH:56][cH:57][cH:58][cH:59][n:60]1)[CH3:61].[CH3:67][N:68]([CH3:69])[CH:70]=[O:71].[ClH:31].[Na+:62].[OH:43][n:44]1[c:45]2[cH:46][cH:47][cH:48][cH:49][c:50]2[n:51][n:52]1.[OH:63][C:64](=[O:65])[O-:66].[nH:5]1[n:6][cH:7][c:8]2[cH:9][c:10]([NH:14][CH:15]3[CH2:16][N:17]([CH:21]([C:22](=[O:23])[OH:24])[c:25]4[cH:26][cH:27][cH:28][cH:29][cH:30]4)[CH2:18][CH2:19][CH2:20]3)[cH:11][cH:12][c:13]12>>[CH3:1][CH2:2][CH2:3][NH:4][C:22]([CH:21]([N:17]1[CH2:16][CH:15]([NH:14][c:10]2[cH:9][c:8]3[cH:7][n:6][nH:5][c:13]3[cH:12][cH:11]2)[CH2:20][CH2:19][CH2:18]1)[c:25]1[cH:26][cH:27][cH:28][cH:29][cH:30]1)=[O:23]. Reactants: CCN=C=NCCCN(C)C, CCCN, CN(C)c1ccccn1, CN(C)C=O, Cl, [Na+], On1nnc2ccccc21, O=C([O-])O, O=C(O)C(c1ccccc1)N1CCCC(Nc2ccc3[nH]ncc3c2)C1. The product is CCCNC(=O)C(c1ccccc1)N1CCCC(Nc2ccc3[nH]ncc3c2)C1. Reactants: CC(=O)[O-], CC(=O)[O-], Cc1cc([Sn](C)(C)C)sn1, COc1ccc2c(OCc3nnc4c(F)cc(Cl)cn34)ccnc2c1, C1COCCO1, [Pd+2]. The product is COc1ccc2c(OCc3nnc4c(F)cc(-c5cc(C)ns5)cn34)ccnc2c1. As a reaction SMILES: [C:36]([O-:37])(=[O:38])[CH3:39].[C:41]([O-:42])(=[O:43])[CH3:44].[CH3:26][c:27]1[n:28][s:29][c:30]([Sn:32]([CH3:33])([CH3:34])[CH3:35])[cH:31]1.[Cl:1][c:2]1[cH:3][c:4]([F:25])[c:5]2[n:6]([cH:7]1)[c:8]([CH2:11][O:12][c:13]1[cH:14][cH:15][n:16][c:17]3[cH:18][c:19]([O:23][CH3:24])[cH:20][cH:21][c:22]13)[n:9][n:10]2.[O:45]1[CH2:46][CH2:47][O:48][CH2:49][CH2:50]1.[Pd+2:40]>>[c:2]1(-[c:30]2[s:29][n:28][c:27]([CH3:26])[cH:31]2)[cH:3][c:4]([F:25])[c:5]2[n:6]([cH:7]1)[c:8]([CH2:11][O:12][c:13]1[cH:14][cH:15][n:16][c:17]3[cH:18][c:19]([O:23][CH3:24])[cH:20][cH:21][c:22]13)[n:9][n:10]2. The reactants are COC(=O)C1CN(C(=O)Nc2ccc(Cl)c(Cl)c2)C(C)C(=O)N1CCCC(=O)N1CCC2(CC2)C(O)C1, CO, [Li+], [OH-], O. Product: CC1C(=O)N(CCCC(=O)N2CCC3(CC3)C(O)C2)C(C(=O)O)CN1C(=O)Nc1ccc(Cl)c(Cl)c1. RXN SMILES: [CH3:1][O:2][C:3](=[O:4])[CH:5]1[N:6]([CH2:24][CH2:25][CH2:26][C:27](=[O:28])[N:29]2[CH2:30][CH:31]([OH:37])[C:32]3([CH2:33][CH2:34]3)[CH2:35][CH2:36]2)[C:7](=[O:23])[CH:8]([CH3:22])[N:9]([C:11]([NH:12][c:13]2[cH:14][c:15]([Cl:20])[c:16]([Cl:19])[cH:17][cH:18]2)=[O:21])[CH2:10]1.[CH3:41][OH:42].[Li+:40].[OH-:39].[OH2:38]>>[O:2]=[C:3]([OH:4])[CH:5]1[N:6]([CH2:24][CH2:25][CH2:26][C:27](=[O:28])[N:29]2[CH2:30][CH:31]([OH:37])[C:32]3([CH2:33][CH2:34]3)[CH2:35][CH2:36]2)[C:7](=[O:23])[CH:8]([CH3:22])[N:9]([C:11]([NH:12][c:13]2[cH:14][c:15]([Cl:20])[c:16]([Cl:19])[cH:17][cH:18]2)=[O:21])[CH2:10]1. Reactants: CC(C)CC(NC(=O)OC(C)(C)C)C(=O)O, [NH-]CCc1ccccc1, ClCCl, O=C(O)C(F)(F)F. Product: [NH-]CCc1ccccc1, CC(C)CC(N)C(=O)O. RXN SMILES: [C:1]([O:2][C:3](=[O:4])[NH:8][CH:9]([CH2:10][CH:11]([CH3:12])[CH3:13])[C:14](=[O:15])[OH:16])([CH3:5])([CH3:6])[CH3:7].[CH2:17]([CH2:18][c:19]1[cH:20][cH:21][cH:22][cH:23][cH:24]1)[NH-:25].[Cl:33][CH2:34][Cl:35].[F:26][C:27]([F:28])([F:29])[C:30]([OH:31])=[O:32]>>[CH2:17]([CH2:18][c:19]1[cH:20][cH:21][cH:22][cH:23][cH:24]1)[NH-:25].[NH2:8][CH:9]([CH2:10][CH:11]([CH3:12])[CH3:13])[C:14](=[O:15])[OH:16]. Starting materials: C(C)NCC (diethylamine), N([C@@H](C(C)C)C(=O)N[C@@H](CCCNC(N)=N)C(=O)N[C@@H]([C@@H](C)CC)C(=O)OCC1=CC=CC=C1)C(=O)OCC1C2=CC=CC=C2C2=CC=CC=C12 (Fmoc-Val-Arg-Ile-OBzl). The solvent is CN(C=O)C (dimethylformamide). Reaction conditions: time 10 minute. Product: N[C@@H](C(C)C)C(=O)N[C@@H](CCCNC(N)=N)C(=O)N[C@@H]([C@@H](C)CC)C(=O)OCC1=CC=CC=C1 (H-Val-Arg-Ile-OBzl). RXN SMILES: C(NCC)C.[NH:6](C(OCC1C2C(=CC=CC=2)C2C1=CC=CC=2)=O)[C@H:7]([C:11]([NH:13][C@H:14]([C:22]([NH:24][C@H:25]([C:30]([O:32][CH2:33][C:34]1[CH:39]=[CH:38][CH:37]=[CH:36][CH:35]=1)=[O:31])[C@H:26]([CH2:28][CH3:29])[CH3:27])=[O:23])[CH2:15][CH2:16][CH2:17][NH:18][C:19](=[NH:21])[NH2:20])=[O:12])[CH:8]([CH3:10])[CH3:9]>CN(C)C=O>[NH2:6][C@H:7]([C:11]([NH:13][C@H:14]([C:22]([NH:24][C@H:25]([C:30]([O:32][CH2:33][C:34]1[CH:35]=[CH:36][CH:37]=[CH:38][CH:39]=1)=[O:31])[C@H:26]([CH2:28][CH3:29])[CH3:27])=[O:23])[CH2:15][CH2:16][CH2:17][NH:18][C:19](=[NH:20])[NH2:21])=[O:12])[CH:8]([CH3:10])[CH3:9]. Procedure: 31.5 ml of diethylamine are added to a solution of 21 g (30 mmol) of Fmoc-Val-Arg-Ile-OBzl in 200 ml of dimethylformamide. The mixture is left to stand at room temperature for 10 minutes, and is concentrated in vacuo. The residue is triturated with diethyl ether and filtered off with suction.